Task: describe an organic reaction: reactants, conditions, products, and yield. Dataset: the Open Reaction Database (ORD), a public repository of structured organic reaction records Reactants: ClC=1N=C2C(=C(C=NC2=CC1)C(CC)=O)NC=1C=CC(=NC1)N1C[C@H](CCC1)NC(OC(C)(C)C)=O ((S)-tert-butyl (1-(5-((6-chloro-3-propionyl-1,5-naphthyridin-4-yl)amino)pyridin-2-yl)piperidin-3-yl)carbamate), ClC1=C(C(=CC(=C1)B1OC(C(O1)(C)C)(C)C)Cl)O (2,6-dichloro-4-(4,4,5,5-tetramethyl-1,3,2-dioxaborolan-2-yl)phenol). Product: ClC=1C=C(C=C(C1O)Cl)C=1N=C2C(=C(C=NC2=CC1)C(CC)=O)NC=1C=CC(=NC1)N1C[C@H](CCC1)NC(OC(C)(C)C)=O ((S)-tert-butyl (1-(5-((6-(3,5-dichloro-4-hydroxyphenyl)-3-propionyl-1,5-naphthyridin-4-yl)amino)pyridin-2-yl)piperidin-3-yl)carbamate). Yield: 78.4%. As a reaction SMILES: Cl[C:2]1[N:3]=[C:4]2[C:9](=[CH:10][CH:11]=1)[N:8]=[CH:7][C:6]([C:12](=[O:15])[CH2:13][CH3:14])=[C:5]2[NH:16][C:17]1[CH:18]=[CH:19][C:20]([N:23]2[CH2:28][CH2:27][CH2:26][C@H:25]([NH:29][C:30](=[O:36])[O:31][C:32]([CH3:35])([CH3:34])[CH3:33])[CH2:24]2)=[N:21][CH:22]=1.[Cl:37][C:38]1[CH:43]=[C:42](B2OC(C)(C)C(C)(C)O2)[CH:41]=[C:40]([Cl:53])[C:39]=1[OH:54]>>[Cl:37][C:38]1[CH:43]=[C:42]([C:2]2[N:3]=[C:4]3[C:9](=[CH:10][CH:11]=2)[N:8]=[CH:7][C:6]([C:12](=[O:15])[CH2:13][CH3:14])=[C:5]3[NH:16][C:17]2[CH:18]=[CH:19][C:20]([N:23]3[CH2:28][CH2:27][CH2:26][C@H:25]([NH:29][C:30](=[O:36])[O:31][C:32]([CH3:33])([CH3:35])[CH3:34])[CH2:24]3)=[N:21][CH:22]=2)[CH:41]=[C:40]([Cl:53])[C:39]=1[OH:54]. Reported procedure: Following general procedure II, (S)-tert-butyl (1-(5-((6-chloro-3-propionyl-1,5-naphthyridin-4-yl)amino)pyridin-2-yl)piperidin-3-yl)carbamate (100 mg, 0.20 mmol) was reacted with 2,6-dichloro-4-(4,4,5,5-tetramethyl-1,3,2-dioxaborolan-2-yl)phenol (85 mg, 0.30 mmol) to afford the product (100 mg) which was carried forward without any purification: ESI MS m/z 637 [M+H]+. The reactants are FC(C(=O)O)(F)F (trifluoroacetic acid), material, ON1C(CCC1=O)=O (N-hydroxysuccinimide), material, C(=O)(OCC1=CC=CC=C1)N(C)CC(=O)N1[C@H](C(=O)O)CCC1 (carbobenzoxysarcosyl-L-proline), C1(CCCCC1)N=C=NC1CCCCC1 (dicyclohexylcarbodiimide). Run in O1CCCC1 (tetrahydrofuran), C(Cl)Cl (methylene chloride). Conditions: temperature 0 celsius, time 45 minute. Yields the product C1(CCC(N1OC([C@H]1N(CCC1)C(CN(C)C(=O)OCC1=CC=CC=C1)=O)=O)=O)=O (carbobenzoxy-sarcosyl-L-proline-succinimidyl ester). As a reaction SMILES: FC(F)(F)C(O)=O.[C:8]([N:18]([CH2:20][C:21]([N:23]1[CH2:30][CH2:29][CH2:28][C@H:24]1[C:25]([OH:27])=[O:26])=[O:22])[CH3:19])([O:10][CH2:11][C:12]1[CH:17]=[CH:16][CH:15]=[CH:14][CH:13]=1)=[O:9].O[N:32]1[C:36](=[O:37])[CH2:35][CH2:34][C:33]1=[O:38].C1(N=C=NC2CCCCC2)CCCCC1>C(Cl)Cl.O1CCCC1>[C:33]1(=[O:38])[N:32]([O:26][C:25](=[O:27])[C@@H:24]2[CH2:28][CH2:29][CH2:30][N:23]2[C:21](=[O:22])[CH2:20][N:18]([C:8]([O:10][CH2:11][C:12]2[CH:13]=[CH:14][CH:15]=[CH:16][CH:17]=2)=[O:9])[CH3:19])[C:36](=[O:37])[CH2:35][CH2:34]1. Reported procedure: 4.5 g of CBZ-sarcosine is dissolved in 100 ml tetrahydrofuran and 2.4 ml of n-methylmorpholine is added. The reaction mixture is cooled to -10° C. and stirred while 2.6 ml of isobutylchloroformate is added. After 5 minutes of additional stirring at -10° C. 4.15 g L-proline-t-butylester hydrochloride in 100 ml of tetrahydrofuran and 3.0 ml of n-methylmorpholine are added to the reaction mixture. The reaction mixture is stirred overnight and slowly warmed to room temperature. The solvent is evapor... The reactants are COC=1C=C2C(C(=CNC2=CC1OC)C#N)=O (1,4-dihydro-6,7-dimethoxy-4-oxo-3-quinolinecarbonitrile), P(=O)(Cl)(Cl)Cl (phosphorous oxychloride). Run at temperature 0 celsius. Product: ClC1=C(C=NC2=CC(=C(C=C12)OC)OC)C#N (4-Chloro-6,7-dimethoxy-3-quinolinecarbonitrile). Reaction SMILES: [CH3:1][O:2][C:3]1[CH:4]=[C:5]2[C:10](=[CH:11][C:12]=1[O:13][CH3:14])[NH:9][CH:8]=[C:7]([C:15]#[N:16])[C:6]2=O.P(Cl)(Cl)([Cl:20])=O>>[Cl:20][C:6]1[C:5]2[C:10](=[CH:11][C:12]([O:13][CH3:14])=[C:3]([O:2][CH3:1])[CH:4]=2)[N:9]=[CH:8][C:7]=1[C:15]#[N:16]. Reported procedure: A stirred mixture of 20 g of 1,4-dihydro-6,7-dimethoxy-4-oxo-3-quinolinecarbonitrile and 87 ml of phosphorous oxychloride was refluxed for 2 h, cooled, and evaporated free of volatile matter. The residue was stirred at 0° C. with dichloromethane-water as solid sodium carbonate was added until the aqueous layer was pH 8. The organic layer was separated, washed with water, dried and concentrated. Recrystallization from dichloromethane gave a solid, mp 220-223° C. Starting materials: C(C)(=O)C=1C=CC=2C[C@@H]3[C@@H]4CCCC[C@@]4(C2C1)CCN3C ((-)-3-acetyl-N-methylmorphinan), ClC(=O)OCC(Cl)(Cl)Cl (2,2,2-trichloroethyl chloroformate). Reagents/catalysts: C([O-])([O-])=O.[K+].[K+] (potassium carbonate). Solvent: C1=CC=CC=C1 (benzene), C1=CC=CC=C1 (benzene), CCOCC (ether). Yields the product ClC(COC(=O)N1[C@H]2[C@@H]3CCCC[C@@]3(C=3C=C(C=CC3C2)C(C)=O)CC1)(Cl)Cl ((-)-3-acetylmorphinan-17-carboxylic acid (trichloroethyl)ester). Yield: 66.1%. Reaction SMILES: [C:1]([C:4]1[CH:5]=[CH:6][C:7]2[CH2:8][C@H:9]3[N:20](C)[CH2:19][CH2:18][C@@:15]4([C:16]=2[CH:17]=1)[C@H:10]3[CH2:11][CH2:12][CH2:13][CH2:14]4)(=[O:3])[CH3:2].Cl[C:23]([O:25][CH2:26][C:27]([Cl:30])([Cl:29])[Cl:28])=[O:24]>C1C=CC=CC=1.CCOCC.C(=O)([O-])[O-].[K+].[K+]>[Cl:28][C:27]([Cl:30])([Cl:29])[CH2:26][O:25][C:23]([N:20]1[CH2:19][CH2:18][C@@:15]23[C:16]4[CH:17]=[C:4]([C:1](=[O:3])[CH3:2])[CH:5]=[CH:6][C:7]=4[CH2:8][C@@H:9]1[C@@H:10]2[CH2:11][CH2:12][CH2:13][CH2:14]3)=[O:24] |f:4.5.6|. Procedure details: To a mixture of 2.7 g of (-)-3-acetyl-N-methylmorphinan, 50 ml of benzene and 20 mg of potassium carbonate, was added dropwise 2.11 g of 2,2,2-trichloroethyl chloroformate in 10 ml of benzene. The reaction mixture was stirred at reflux temperature for 48 hours and after cooling it was diluted with 100 ml ether. The ether solution was extracted with 1 N hydrochloric acid (2×30 ml) and dried over magnesium sulfate. Removal of the solvent gave 2.8 g (66%) of crude (-)-3-acetylmorphinan-17-carboxyli...